From a dataset of the Open Reaction Database (ORD), a public repository of structured organic reaction records. describe an organic reaction: reactants, conditions, products, and yield The reactants are C(=O)(C(F)(F)F)O (TFA), C(C1=CC=CC=C1)OC(=O)N1C2C(CC1)N(CC2)C(C(C2CCCCC2)NC(C(C)N(C)C(=O)OC(C)(C)C)=O)=O (4-{2-[2-(tert-Butoxycarbonyl-methyl-amino)-propionylamino]-2-cyclohexyl-acetyl}-hexahydro-pyrrolo[3,2-b]pyrrole-1-carboxylic acid benzyl ester), C(=O)(C(F)(F)F)O (TFA). The solvent is C(Cl)Cl (DCM). Run at time 90 minute. Yields the product C(C1=CC=CC=C1)OC(=O)N1C2C(CC1)N(CC2)C(C(NC(C(C)NC)=O)C2CCCCC2)=O (4-[2-Cyclohexyl-2-(2-methylamino-propionylamino)-acetyl]-hexahydro-pyrrolo[3,2-b]pyrrole-1-carboxylic acid benzyl ester). Reaction SMILES: C(O)(C(F)(F)F)=O.[CH2:8]([O:15][C:16]([N:18]1[CH2:22][CH2:21][CH:20]2[N:23]([C:26](=[O:48])[CH:27]([NH:34][C:35](=[O:47])[CH:36]([N:38](C(OC(C)(C)C)=O)[CH3:39])[CH3:37])[CH:28]3[CH2:33][CH2:32][CH2:31][CH2:30][CH2:29]3)[CH2:24][CH2:25][CH:19]12)=[O:17])[C:9]1[CH:14]=[CH:13][CH:12]=[CH:11][CH:10]=1>C(Cl)Cl>[CH2:8]([O:15][C:16]([N:18]1[CH2:22][CH2:21][CH:20]2[N:23]([C:26](=[O:48])[CH:27]([CH:28]3[CH2:33][CH2:32][CH2:31][CH2:30][CH2:29]3)[NH:34][C:35](=[O:47])[CH:36]([NH:38][CH3:39])[CH3:37])[CH2:24][CH2:25][CH:19]12)=[O:17])[C:9]1[CH:14]=[CH:13][CH:12]=[CH:11][CH:10]=1. Reported procedure: TFA (5 mL) was added to a solution containing crude 116 (0.9 g) in DCM (20 mL) at 0° C. After 90 min, another portion of TFA (2 mL) was added. After 75 min, the reaction mixture was carefully quenched by the addition of saturated aqueous NaHCO3. The mixture was then diluted with EtOAc and water and the layers were separated. The organic phase was washed three times with aqueous NaHCO3 then once with brine. The combined aqueous washes were back-extracted with EtOAc and the combined organic extrac... Yields the product BrC=1C=C(C(=NC1)C(C)O)C(F)(F)F (1-(5-Bromo-3-(trifluoromethyl)pyridin-2-yl)ethanol). Reaction SMILES: [F:1][C:2]([F:13])([F:12])[C:3]1[C:4]([CH:9]([OH:11])[CH3:10])=[N:5][CH:6]=[CH:7][CH:8]=1.[Br:14]Br>CO>[Br:14][C:7]1[CH:8]=[C:3]([C:2]([F:1])([F:12])[F:13])[C:4]([CH:9]([OH:11])[CH3:10])=[N:5][CH:6]=1. Procedure: Dissolve 1-(3-(trifluoromethyl)pyridin-2-yl)ethanol (8.8 g, 0.046 moles) in anhydrous MeOH (80 mL) and add bromine (2.35 mL) dropwise at room temperature. Reflux the mixture under N2 atmosphere for 3 weeks with the addition of bromine (1.0 mL) on each day. Concentrate the reaction mixture under vacuum, dilute with water (100 mL), neutralize with NaHCO3, extract with EtOAc (3×100 mL) and dry (MgSO4). Filter the dried extract and concentrate under vacuum to afford a yellow oil. Purify the crude pr... The solvent is CO (MeOH). Starting materials: BrBr (bromine), FC(C=1C(=NC=CC1)C(C)O)(F)F (1-(3-(trifluoromethyl)pyridin-2-yl)ethanol), BrBr (bromine). Reactants: ClC1=CC=C(C=C1)C=1C=C2C(=NC(=NC2=CC1)CN1C(C2=CC=CC=C2C1=O)=O)N(C)C1=CC=C(C=C1)OC (2-{6-(4-chloro-phenyl)-4-[(4-methoxy-phenyl)-methyl-amino]-quinazoline-2-yl-methyl}-isoindole-1,3-dione), BrC=1C=C2C(=NC(=NC2=CC1)CN1C(C2=CC=CC=C2C1=O)=O)N(C)C1=CC=C(C=C1)OC (2-{6-bromo-4-[(4-methoxy-phenyl)-methyl-amino]-quinazolin-2-ylmethyl}-isoindole-1,3-dione). The product is NCC1=NC2=CC=C(C=C2C(=N1)N(C)C1=CC=C(C=C1)OC)C1=CC=C(C=C1)Cl ([2-Aminomethyl-6-(4-chloro-phenyl)-quinazolin-4-yl]-(4-methoxy-phenyl)-methyl-amine). Reaction SMILES: [Cl:1][C:2]1[CH:7]=[CH:6][C:5]([C:8]2[CH:9]=[C:10]3[C:15](=[CH:16][CH:17]=2)[N:14]=[C:13]([CH2:18][N:19]2C(=O)C4C(=CC=CC=4)C2=O)[N:12]=[C:11]3[N:30]([C:32]2[CH:37]=[CH:36][C:35]([O:38][CH3:39])=[CH:34][CH:33]=2)[CH3:31])=[CH:4][CH:3]=1.BrC1C=C2C(=CC=1)N=C(CN1C(=O)C3C(=CC=CC=3)C1=O)N=C2N(C1C=CC(OC)=CC=1)C>>[NH2:19][CH2:18][C:13]1[N:12]=[C:11]([N:30]([C:32]2[CH:37]=[CH:36][C:35]([O:38][CH3:39])=[CH:34][CH:33]=2)[CH3:31])[C:10]2[C:15](=[CH:16][CH:17]=[C:8]([C:5]3[CH:4]=[CH:3][C:2]([Cl:1])=[CH:7][CH:6]=3)[CH:9]=2)[N:14]=1. Procedure details: 2-{6-(4-chloro-phenyl)-4-[(4-methoxy-phenyl)-methyl-amino]-quinazoline-2-yl-methyl}-isoindole-1,3-dione: The title compound was prepared from 2-{6-bromo-4-[(4-methoxy-phenyl)-methyl-amino]-quinazolin-2-ylmethyl}-isoindole-1,3-dione similar to Example 243. LC-MS (ESI+; 501 ([M+H]+)).